This data is from the Open Reaction Database (ORD), a public repository of structured organic reaction records. The task is: describe an organic reaction: reactants, conditions, products, and yield Starting materials: N1=C(C=CC=C1)CN1CC(C2=CC(=CC=C12)O)(C)C (1-(2-pyridylmethyl)-3,3-dimethylindolin-5-ol), C1(CCCCC1)N=C=O (cyclohexylisocyanate), Example 2 ( 2 ). The product is C1(CCCCC1)NC(OC=1C=C2C(CN(C2=CC1)CC1=NC=CC=C1)(C)C)=O (1-(2-pyridylmethyl)-3,3-dimethylindolin-5-yl cyclohexylcarbamate), solid. Yield: 52.0%. As a reaction SMILES: [N:1]1[CH:6]=[CH:5][CH:4]=[CH:3][C:2]=1[CH2:7][N:8]1[C:16]2[C:11](=[CH:12][C:13]([OH:17])=[CH:14][CH:15]=2)[C:10]([CH3:19])([CH3:18])[CH2:9]1.[CH:20]1([N:26]=[C:27]=[O:28])[CH2:25][CH2:24][CH2:23][CH2:22][CH2:21]1>>[CH:20]1([NH:26][C:27](=[O:28])[O:17][C:13]2[CH:12]=[C:11]3[C:16](=[CH:15][CH:14]=2)[N:8]([CH2:7][C:2]2[CH:3]=[CH:4][CH:5]=[CH:6][N:1]=2)[CH2:9][C:10]3([CH3:19])[CH3:18])[CH2:25][CH2:24][CH2:23][CH2:22][CH2:21]1. Reported procedure: The title compound was synthesized from 1-(2-pyridylmethyl)-3,3-dimethylindolin-5-ol (20.0 mg, 0.09 mmol) using the same procedure employed for Example 2 (2), but with cyclohexylisocyanate instead of 4-isopropylphenylisocyanate. The product was obtained as a white solid (15.4 mg, 52%) having the following characteristics.